Dataset: the Open Reaction Database (ORD), a public repository of structured organic reaction records. Task: describe an organic reaction: reactants, conditions, products, and yield Reactants: CC(C)(C)c1cc(Br)ccc1N1CCCC1, [Li]CCCC, CN(C)C=O. Product: CC(C)(C)c1cc(C=O)ccc1N1CCCC1. As a reaction SMILES: [Br:1][c:2]1[cH:3][c:4]([C:13]([CH3:14])([CH3:15])[CH3:16])[c:5]([N:8]2[CH2:9][CH2:10][CH2:11][CH2:12]2)[cH:6][cH:7]1.[CH2:17]([Li:18])[CH2:19][CH2:20][CH3:21].[O:22]=[CH:23][N:24]([CH3:25])[CH3:26]>>[c:2]1([CH:23]=[O:22])[cH:3][c:4]([C:13]([CH3:14])([CH3:15])[CH3:16])[c:5]([N:8]2[CH2:9][CH2:10][CH2:11][CH2:12]2)[cH:6][cH:7]1.